describe an organic reaction: reactants, conditions, products, and yield From a dataset of the Open Reaction Database (ORD), a public repository of structured organic reaction records. The reactants are CS(C)=O, CCN(C(C)C)C(C)C, Clc1ccc(-c2cc3nc(C4CCN(CC5CC5)CC4)nn3c(Cl)n2)c(Cl)c1, Cl, Cl, N#Cc1ccc(NCCN)nc1N. The product is N#Cc1ccc(NCCNc2nc(-c3ccc(Cl)cc3Cl)cc3nc(C4CCN(CC5CC5)CC4)nn23)nc1N. As a reaction SMILES: [CH3:53][S:54]([CH3:55])=[O:56].[CH:44]([N:45]([CH2:46][CH3:47])[CH:48]([CH3:49])[CH3:50])([CH3:51])[CH3:52].[Cl:1][c:2]1[n:3][c:4](-[c:21]2[c:22]([Cl:28])[cH:23][c:24]([Cl:27])[cH:25][cH:26]2)[cH:5][c:6]2[n:7]1[n:8][c:9]([CH:11]1[CH2:12][CH2:13][N:14]([CH2:17][CH:18]3[CH2:19][CH2:20]3)[CH2:15][CH2:16]1)[n:10]2.[ClH:29].[ClH:30].[NH2:31][c:32]1[n:33][c:34]([NH:40][CH2:41][CH2:42][NH2:43])[cH:35][cH:36][c:37]1[C:38]#[N:39]>>[c:2]1([NH:43][CH2:42][CH2:41][NH:40][c:34]2[n:33][c:32]([NH2:31])[c:37]([C:38]#[N:39])[cH:36][cH:35]2)[n:3][c:4](-[c:21]2[c:22]([Cl:28])[cH:23][c:24]([Cl:27])[cH:25][cH:26]2)[cH:5][c:6]2[n:7]1[n:8][c:9]([CH:11]1[CH2:12][CH2:13][N:14]([CH2:17][CH:18]3[CH2:19][CH2:20]3)[CH2:15][CH2:16]1)[n:10]2. The product is CCOC(=O)Cc1csc(NS(=O)(=O)c2cccc(C#N)c2)n1. The reactants are N#Cc1cccc(S(=O)(=O)Cl)c1, CCOC(=O)Cc1csc(N)n1. Reaction SMILES: [C:13](#[N:14])[c:15]1[cH:16][c:17]([S:21](=[O:22])(=[O:23])[Cl:24])[cH:18][cH:19][cH:20]1.[NH2:1][c:2]1[s:3][cH:4][c:5]([CH2:7][C:8](=[O:9])[O:10][CH2:11][CH3:12])[n:6]1>>[NH:1]([c:2]1[s:3][cH:4][c:5]([CH2:7][C:8](=[O:9])[O:10][CH2:11][CH3:12])[n:6]1)[S:21]([c:17]1[cH:16][c:15]([C:13]#[N:14])[cH:20][cH:19][cH:18]1)(=[O:22])=[O:23]. The reactants are C(C)(=O)OCC=1CS[C@H]2N(C1C(=O)O)C(C2NC(C(=NOC(C)(OC)C)C=2N=C(SC2)NC(C2=CC=CC=C2)(C2=CC=CC=C2)C2=CC=CC=C2)=O)=O.C(C)NCC (diethylamine 3-acetoxymethyl-7-[2-(2-tritylamino-4-thiazolyl)-2-(1-methyl-1-methoxy-ethoxyimino)-acetamido]-ceph-3-eme-4-carboxylate), O (water). Run in CC(=O)C (acetone), Cl (hydrochloric acid). The product is C(C)(=O)OCC=1CS[C@H]2N(C1C(=O)O)C(C2NC(C(=NO)C=2N=C(SC2)NC(C2=CC=CC=C2)(C2=CC=CC=C2)C2=CC=CC=C2)=O)=O.C(C)NCC (diethylamine 3-acetoxymethyl-7-[2-(2-tritylamino-4-thiazolyl)-2-hydroxyimino-acetamido]-ceph-3-eme-4-carboxylate). As a reaction SMILES: [C:1]([O:4][CH2:5][C:6]1[CH2:7][S:8][C@@H:9]2[CH:16]([NH:17][C:18](=[O:52])[C:19]([C:27]3[N:28]=[C:29]([NH:32][C:33]([C:46]4[CH:51]=[CH:50][CH:49]=[CH:48][CH:47]=4)([C:40]4[CH:45]=[CH:44][CH:43]=[CH:42][CH:41]=4)[C:34]4[CH:39]=[CH:38][CH:37]=[CH:36][CH:35]=4)[S:30][CH:31]=3)=[N:20][O:21]C(C)(OC)C)[C:15](=[O:53])[N:10]2[C:11]=1[C:12]([OH:14])=[O:13])(=[O:3])[CH3:2].[CH2:54]([NH:56][CH2:57][CH3:58])[CH3:55].O>CC(C)=O.Cl>[C:1]([O:4][CH2:5][C:6]1[CH2:7][S:8][C@@H:9]2[CH:16]([NH:17][C:18](=[O:52])[C:19]([C:27]3[N:28]=[C:29]([NH:32][C:33]([C:46]4[CH:47]=[CH:48][CH:49]=[CH:50][CH:51]=4)([C:34]4[CH:35]=[CH:36][CH:37]=[CH:38][CH:39]=4)[C:40]4[CH:45]=[CH:44][CH:43]=[CH:42][CH:41]=4)[S:30][CH:31]=3)=[N:20][OH:21])[C:15](=[O:53])[N:10]2[C:11]=1[C:12]([OH:14])=[O:13])(=[O:3])[CH3:2].[CH2:54]([NH:56][CH2:57][CH3:58])[CH3:55] |f:0.1,5.6|. Reported procedure: A solution of 7.6 g of the syn isomer of diethylamine 3-acetoxymethyl-7-[2-(2-tritylamino-4-thiazolyl)-2-(1-methyl-1-methoxy-ethoxyimino)-acetamido]-ceph-3-eme-4-carboxylate in 30 ml of acetone and 10 ml of 2 N hydrochloric acid was stirred for 40 minutes at room temperature and then 20 ml of water were added thereto. The acetone was evaporated at 30° C. under reduced pressure and 25 ml of ethyl acetate were added thereto. The mixture was decanted and re-extracted and the organic phase was washe... Reactants: OC=1C=NC=CC1 (3-hydroxypyridine), [H-].[Na+] (NaH), ClC1=CN=CC(=N1)C1=NN(C2=CC=C(C=C12)C1=C(C=CC=C1F)F)C1OCCCC1 (3-(6-chloropyrazin-2-yl)-5-(2,6-difluorophenyl)-1-(tetrahydro-2H-pyran-2-yl)-1H-indazole). The solvent is CN(C)C=O (DMF). Reaction conditions: temperature 0 celsius, time 10 minute. The product is FC1=C(C(=CC=C1)F)C=1C=C2C(=NN(C2=CC1)C1OCCCC1)C1=NC(=CN=C1)OC=1C=NC=CC1 (5-(2,6-difluorophenyl)-3-(6-(pyridin-3-yloxy)pyrazin-2-yl)-1-(tetrahydro-2H-pyran-2-yl)-1H-indazole). Yield: 42.9%. Reaction SMILES: [OH:1][C:2]1[CH:3]=[N:4][CH:5]=[CH:6][CH:7]=1.[H-].[Na+].Cl[C:11]1[N:16]=[C:15]([C:17]2[C:25]3[C:20](=[CH:21][CH:22]=[C:23]([C:26]4[C:31]([F:32])=[CH:30][CH:29]=[CH:28][C:27]=4[F:33])[CH:24]=3)[N:19]([CH:34]3[CH2:39][CH2:38][CH2:37][CH2:36][O:35]3)[N:18]=2)[CH:14]=[N:13][CH:12]=1>CN(C=O)C>[F:33][C:27]1[CH:28]=[CH:29][CH:30]=[C:31]([F:32])[C:26]=1[C:23]1[CH:24]=[C:25]2[C:20](=[CH:21][CH:22]=1)[N:19]([CH:34]1[CH2:39][CH2:38][CH2:37][CH2:36][O:35]1)[N:18]=[C:17]2[C:15]1[CH:14]=[N:13][CH:12]=[C:11]([O:1][C:2]2[CH:3]=[N:4][CH:5]=[CH:6][CH:7]=2)[N:16]=1 |f:1.2|. Procedure details: To a solution of 3-hydroxypyridine (40 mg, 0.42 mmol) in DMF (1.2 mL) at 0° C. was added NaH (60% in mineral oil) (28 mg, 0.70 mmol). The heterogenous mixture was stirred for 10 min at 0° C., 3-(6-chloropyrazin-2-yl)-5-(2,6-difluorophenyl)-1-(tetrahydro-2H-pyran-2-yl)-1H-indazole (Ex. 16a, 150 mg, 0.35 mmol) was added. The mixture was warmed to RT and stirred overnight. The mixture was then heated at 60° C. for 6 h. Ice was added and the mixture was extracted with EtOAc (3×) and CH2Cl2 (2×). The... The reactants are intermediate 16, C(C1=CC=CC=C1)OC1=C(N=C2C(OCCN2C1=O)C)C(=O)O (3-benzyloxy-9-methyl-4-oxo-4,6,7,9-tetrahydropyrimido[2,1-c][1,4]oxazine-2-carboxylic acid), FC1=CC=C(CN)C=C1 (4-fluorobenzylamine). Yields the product FC1=CC=C(CNC(=O)C=2N=C3C(OCCN3C(C2OCC2=CC=CC=C2)=O)C)C=C1 (N-(4-Fluorobenzyl)-3-(benzyloxy)-9-methyl-4-oxo-4,6,7,9-tetrahydropyrimido[2,1-c][1,4]oxazine-2-carboxamide). As a reaction SMILES: [CH2:1]([O:8][C:9]1[C:18](=[O:19])[N:17]2[C:12]([CH:13]([CH3:20])[O:14][CH2:15][CH2:16]2)=[N:11][C:10]=1[C:21]([OH:23])=O)[C:2]1[CH:7]=[CH:6][CH:5]=[CH:4][CH:3]=1.[F:24][C:25]1[CH:32]=[CH:31][C:28]([CH2:29][NH2:30])=[CH:27][CH:26]=1>>[F:24][C:25]1[CH:32]=[CH:31][C:28]([CH2:29][NH:30][C:21]([C:10]2[N:11]=[C:12]3[N:17]([C:18](=[O:19])[C:9]=2[O:8][CH2:1][C:2]2[CH:7]=[CH:6][CH:5]=[CH:4][CH:3]=2)[CH2:16][CH2:15][O:14][CH:13]3[CH3:20])=[O:23])=[CH:27][CH:26]=1. Procedure: The title compound can be prepared from intermediate 16, 3-benzyloxy-9-methyl-4-oxo-4,6,7,9-tetrahydropyrimido[2,1-c][1,4]oxazine-2-carboxylic acid and 4-fluorobenzylamine. 1HNMR 400 MHz (CDCl3) δ (ppm): 1.67 (3H, d, J=6.6 Hz, CH3), 3.91 (2H, m, CH2), 4.12–4.35 (2H, m, CH2), 4.52 (2H, d, J=5.9 Hz, NCH2), 4.70 (1H, q, J=6.6 Hz, OCH), 5.33 (2H, s, OCH2), 7.02 (2H, m, aromatics), 7.25 (2H, m, aromatics), 7.35 (3H, m, aromatics), 7.47 (2H, m, aromatics), 7.71 (1H, broad t, NH). Conditions: time 15 minute. As a reaction SMILES: C([O:3][C:4](=O)[C:5]([O:10][CH2:11][CH:12]=[CH2:13])=[C:6]([OH:9])[CH2:7][CH3:8])C.[H-].[H-].[H-].[H-].[Li+].[Al+3].O>C1COCC1.CCOC(C)=O>[CH2:11]([O:10][CH:5]([CH:6]([OH:9])[CH:7]=[CH2:8])[CH2:4][OH:3])[CH:12]=[CH2:13] |f:1.2.3.4.5.6|. The reactants are C(C)OC(C(=C(CC)O)OCC=C)=O (2-allyloxy-3-hydroxy-pentenoic acid ethyl ester), [H-].[H-].[H-].[H-].[Li+].[Al+3] (LiAlH4), O (H2O). Product: C(C=C)OC(CO)C(C=C)O (2-allyloxy-pent-4-ene-1,3-diol). Reported procedure: To a solution of 2-allyloxy-3-hydroxy-pentenoic acid ethyl ester (200 mg, 1.00 mmol) in THF (5 mL) was added LiAlH4 (151 mg, 4.00 mmol). The resulting solution was stirred at ambient temperature for 15 min. H2O (10 mL) was added and the mixture was diluted with EtOAc (50 mL×2), washed with brine (50 mL), dried over Na2SO4, concentrated in vacuo and purified by flash chromatography with 50% EtOAc-hexane Run in CCOC(=O)C (EtOAc), C1CCOC1 (THF). Product: FC(C(CCO)OC1OCCCC1)(F)F (4,4,4-trifluoro-3-tetrahydropyranyloxybutyl alcohol). RXN SMILES: CCOCC.[F:6][C:7]([F:23])([F:22])[CH:8]([O:15][CH:16]1[CH2:21][CH2:20][CH2:19][CH2:18][O:17]1)[CH2:9][C:10](OCC)=[O:11].[H-].[Al+3].[Li+].[H-].[H-].[H-].O>O1CCCC1>[F:23][C:7]([F:6])([F:22])[CH:8]([O:15][CH:16]1[CH2:21][CH2:20][CH2:19][CH2:18][O:17]1)[CH2:9][CH2:10][OH:11] |f:2.3.4.5.6.7|. Run in O1CCCC1 (tetrahydrofuran). Yield: 110.6%. Reactants: CCOCC (ether), FC(C(CC(=O)OCC)OC1OCCCC1)(F)F (ethyl 4,4,4-trifluoro-3-tetrahydropyranyloxybutyrate), CCOCC (ether), [H-].[Al+3].[Li+].[H-].[H-].[H-] (lithium aluminum hydride), O (water). Procedure: Fifty milliliters of an ether solution of 30.1 g of ethyl 4,4,4-trifluoro-3-tetrahydropyranyloxybutyrate (1) were added dropwise to an ether suspension of 4.2 g of lithium aluminum hydride over a period of 1.5 hours. The mixture was further refluxed for 30 minutes, and a mixed solution of 8 g of water and 50 ml of tetrahydrofuran was added dropwise under ice cooling. The solid was separated by filtration and extracted with ether. After drying, the ether was evaporated to obtain 28.1 g of 4,4,4-t...